Dataset: the Open Reaction Database (ORD), a public repository of structured organic reaction records. Task: describe an organic reaction: reactants, conditions, products, and yield Starting materials: CC1=CNC=2CC(CC(C12)=O)(C)C (3,6,6-Trimethyl-1,5,6,7-tetrahydro-indol-4-one), [H-].[Na+] (sodium hydride), FC1=CC=C2C=NC(=NC2=C1)N (7-fluoroquinazolin-2-amine). Solvent: CN(C=O)C (N,N-dimethylformamide). The product is NC1=NC2=CC(=CC=C2C=N1)N1C=C(C=2C(CC(CC12)(C)C)=O)C (1-(2-Amino-quinazolin-7-yl)-3,6,6-trimethyl-1,5,6,7-tetrahydro-indol-4-one). The yield is 81.4%. RXN SMILES: [CH3:1][C:2]1[C:10]2[C:9](=[O:11])[CH2:8][C:7]([CH3:13])([CH3:12])[CH2:6][C:5]=2[NH:4][CH:3]=1.[H-].[Na+].F[C:17]1[CH:26]=[C:25]2[C:20]([CH:21]=[N:22][C:23]([NH2:27])=[N:24]2)=[CH:19][CH:18]=1>CN(C)C=O>[NH2:27][C:23]1[N:22]=[CH:21][C:20]2[C:25](=[CH:26][C:17]([N:4]3[C:5]4[CH2:6][C:7]([CH3:13])([CH3:12])[CH2:8][C:9](=[O:11])[C:10]=4[C:2]([CH3:1])=[CH:3]3)=[CH:18][CH:19]=2)[N:24]=1 |f:1.2|. Procedure: 3,6,6-Trimethyl-1,5,6,7-tetrahydro-indol-4-one (0.65 g, 3.68 mmol), sodium hydride (60% in oil, 0.177 g, 4.4 mmol), 7-fluoroquinazolin-2-amine (0.60 g, 3.68 mmol), and N,N-dimethylformamide are sealed in a microwave vessel and irradiated at 150 degrees Celsius for 1500 seconds. The mixture is purified by column chromatography and recrystallized from dichloromethane/hexane, affording 0.96 g of 1-(2-Amino-quinazolin-7-yl)-3,6,6-trimethyl-1,5,6,7-tetrahydro-indol-4-one (81%). LC/MS m/z=321 [M+H]+.